The task is: describe an organic reaction: reactants, conditions, products, and yield. This data is from the Open Reaction Database (ORD), a public repository of structured organic reaction records. The reactants are CC1=NC=C(C=N1)C#C[Si](C)(C)C (2-Methyl-5-((trimethylsilyl)ethynyl)pyrimidine), C([O-])([O-])=O.[K+].[K+] (potassium carbonate). Run in CO (methanol). Reaction conditions: time 2 hour. Yields the product C(#C)C=1C=NC(=NC1)C (5-Ethynyl-2-methylpyrimidine). RXN SMILES: [CH3:1][C:2]1[N:7]=[CH:6][C:5]([C:8]#[C:9][Si](C)(C)C)=[CH:4][N:3]=1.C(=O)([O-])[O-].[K+].[K+]>CO>[C:8]([C:5]1[CH:4]=[N:3][C:2]([CH3:1])=[N:7][CH:6]=1)#[CH:9] |f:1.2.3|. Reported procedure: A solution of the product of example 82A (2.05 g, 10.8 mmol) in methanol (30 mL) was stirred with potassium carbonate (1.49 g, 10.8 mmol) at room temperature. After 2 hours, the reaction mixture was filtered, and the filtrate was concentrated under vacuum to provide the title compound suitable for use in the next step: 1H NMR (300 MHz, methanol-d4) δ ppm 2.69 (s, 3H), 3.34 (s, 1H), 8.75 (s, 2H); MS (ESI) m/z 119 (M+H)+. Starting materials: CC1=CC=C2C=CC(OC2=C1)=O (7-methyl-chromen-2-one), COC(CCC1=C(C=C(C(=C1)SC#N)C)O)=O (3-(2-Hydroxy-4-methyl-5-thiocyanato-phenyl)-propionic acid methyl ester), COC(CCC1=C(C=C(C(=C1)SC#N)C)O)=O (3-(2-Hydroxy-4-methyl-5-thiocyanato-phenyl)-propionic acid methyl ester). The product is CC1=CC=C2CCC(OC2=C1)=O (7-Methyl-chroman-2-one). As a reaction SMILES: [CH3:1][C:2]1[CH:11]=[C:10]2[C:5]([CH:6]=[CH:7][C:8](=[O:12])[O:9]2)=[CH:4][CH:3]=1.COC(=O)CCC1C=C(SC#N)C(C)=CC=1O>>[CH3:1][C:2]1[CH:11]=[C:10]2[C:5]([CH2:6][CH2:7][C:8](=[O:12])[O:9]2)=[CH:4][CH:3]=1. Reported procedure: Compound 15A was prepared according to the method of example 1A utilizing compound 7-methyl-chromen-2-one. MS: 163 (M+1)+. Preparation of 3-(2-Hydroxy-4-methyl-5-thiocyanato-phenyl)-propionic acid methyl ester (Compound 15B)